Dataset: the Open Reaction Database (ORD), a public repository of structured organic reaction records. Task: describe an organic reaction: reactants, conditions, products, and yield Reactants: BrC1=NC2=C(N1CC1=CC=C(C=C1)Cl)C=CC=C2 (2-bromo-1-(4-chlorophenylmethyl)-1H-benzimidazole), COC(=O)C(CC1=CC=C(C=C1)CCN1CCCNCCC1)(C)C (1-[2-[4-(2-methoxycarbonyl-2-methylpropyl)phenyl]ethyl]-1,5-diazacyclooctane). The solvent is C(CCC)O (n-butanol). Yields the product ClC1=CC=C(C=C1)CN1C(=NC2=C1C=CC=C2)N2CCCN(CCC2)CCC2=CC=C(C=C2)CC(C)(C)C(=O)OC (1-[1-(4-chlorophenylmethyl)-1H-benzimidazol-2-yl]-5-[2-[4-(2-methoxycarbonyl-2-methylpropyl)phenyl]ethyl]-1,5-diazacyclooctane). Yield: 58.0%. RXN SMILES: Br[C:2]1[N:6]([CH2:7][C:8]2[CH:13]=[CH:12][C:11]([Cl:14])=[CH:10][CH:9]=2)[C:5]2[CH:15]=[CH:16][CH:17]=[CH:18][C:4]=2[N:3]=1.[CH3:19][O:20][C:21]([C:23]([CH3:42])([CH3:41])[CH2:24][C:25]1[CH:30]=[CH:29][C:28]([CH2:31][CH2:32][N:33]2[CH2:40][CH2:39][CH2:38][NH:37][CH2:36][CH2:35][CH2:34]2)=[CH:27][CH:26]=1)=[O:22]>C(O)CCC>[Cl:14][C:11]1[CH:12]=[CH:13][C:8]([CH2:7][N:6]2[C:5]3[CH:15]=[CH:16][CH:17]=[CH:18][C:4]=3[N:3]=[C:2]2[N:37]2[CH2:38][CH2:39][CH2:40][N:33]([CH2:32][CH2:31][C:28]3[CH:29]=[CH:30][C:25]([CH2:24][C:23]([C:21]([O:20][CH3:19])=[O:22])([CH3:42])[CH3:41])=[CH:26][CH:27]=3)[CH2:34][CH2:35][CH2:36]2)=[CH:9][CH:10]=1. Procedure details: To a solution of 2-bromo-1-(4-chlorophenylmethyl)-1H-benzimidazole (0.029 g) in n-butanol (0.5 ml) was added 1-[2-[4-(2-methoxycarbonyl-2-methylpropyl)phenyl]ethyl]-1,5-diazacyclooctane (0.102 g), and the mixture was refluxed for 3 hours. The reaction mixture was quenched with a saturated aqueous NaHCO3 solution (30 ml), and the mixture was extracted with methylene chloride (20 ml). The extract was washed with water, and dried over anhydrous MgSO4. The solvent was removed under reduced pressure,... Reactants: CN1C(N(C(C1=O)(C)C)CCC(=O)O)=O (3-(3,5,5-trimethyl-2,4-dioxo-imidazolidin-1-yl)-propionic acid), C(C(=O)Cl)(=O)Cl (oxalyl chloride), C(Cl)Cl (methylenechloride). Solvent: CN(C=O)C (dimethylformamide). Run at temperature 24 celsius, time 55 minute. Product: CN1C(N(C(C1=O)(C)C)CCC(=O)Cl)=O (3-(3,5,5-trimethyl-2,4-dioxo-imidazolidin-1yl)-propionylchloride). Isolated yield 97.7%. Reaction SMILES: [CH3:1][N:2]1[C:6](=[O:7])[C:5]([CH3:9])([CH3:8])[N:4]([CH2:10][CH2:11][C:12](O)=[O:13])[C:3]1=[O:15].C(Cl)(=O)C([Cl:19])=O.C(Cl)Cl>CN(C)C=O>[CH3:1][N:2]1[C:6](=[O:7])[C:5]([CH3:9])([CH3:8])[N:4]([CH2:10][CH2:11][C:12]([Cl:19])=[O:13])[C:3]1=[O:15]. Procedure details: A mixture of 10.71 g (50 mmol) 3-(3,5,5-trimethyl-2,4-dioxo-imidazolidin-1yl)-propionic acid (synthetized according to example 15), 31.73 g oxalyl chloride, 25 ml methylenechloride and 0.5 ml dimethylformamide is stirred for 1 h and 55 minutes at 24° C., thereafter evaporated in a rotary evaporator at 70° C. in vacuo, stripped 3 times with about 50 ml of toluene, evaporated completely do dryness and dried at 70° C./10.1 mbar. 11.36 g (97.6% of theory) of crystalline 3-(3,5,5-trimethyl-2,4-dioxo-... The reactants are CN(CCCN1C(N(CC1)N=CC1=CC=CC=C1)=O)C (3-[3-(dimethylamino) propyl]-1-[(phenylmethylene)amino]-2-imidazolidinone), CN(C=O)C (dimethylformamide), ClC1=CC=C(C=C1)C1=CC=C(O1)C=O (5-(4-chlorophenyl)-2-furancarboxaldehyde). The reagents and catalysts are [Pd] (Pd/C). The solvent is Cl (HCl). Reaction conditions: time 17 hour. Product: Cl.ClC1=CC=C(C=C1)C1=CC=C(O1)C=NN1C(N(CC1)CCCN(C)C)=O (1-[[[5-(4-chlorophenyl)-2-furanyl]methylene]amino]-3-(3-dimethylaminopropyl)-2-imidazolidinone hydrochloride). The yield is 77.2%. Reaction SMILES: [CH3:1][N:2]([CH3:20])[CH2:3][CH2:4][CH2:5][N:6]1[CH2:10][CH2:9][N:8]([N:11]=CC2C=CC=CC=2)[C:7]1=[O:19].[Cl:21][C:22]1[CH:27]=[CH:26][C:25]([C:28]2[O:32][C:31]([CH:33]=O)=[CH:30][CH:29]=2)=[CH:24][CH:23]=1.CN(C)C=O>Cl.[Pd]>[ClH:21].[Cl:21][C:22]1[CH:23]=[CH:24][C:25]([C:28]2[O:32][C:31]([CH:33]=[N:11][N:8]3[CH2:9][CH2:10][N:6]([CH2:5][CH2:4][CH2:3][N:2]([CH3:20])[CH3:1])[C:7]3=[O:19])=[CH:30][CH:29]=2)=[CH:26][CH:27]=1 |f:5.6|. Procedure details: A solution of 4.8 g (0.017 mole) of 3-[3-(dimethylamino) propyl]-1-[(phenylmethylene)amino]-2-imidazolidinone (prepared as described in Part III above) in 125 ml of 2 N HCl is treated with 1 g of 5% Pd/C (50% H20) and placed on the Parr reduction apparatus, with the theoretical amount of H2 being absorbed over a 30 minute period. The catalyst is removed by filtration and the solvent is removed in vacuo. The residual oil is dissolved in 100 ml of dimethylformamide and treated all at once with 3.5... Starting materials: compound A, ClC1=C(C=CC(=C1)Cl)C1=CC2=C(N(C3=CC=C(C=C23)C2=NNC=C2)C(F)F)N(C1=O)C (3-(2,4-dichlorophenyl)-9-difluoromethyl-1-methyl-6-(1H-pyrazol-3-yl)-1,9-dihydropyrido[2,3-b]indol-2-one), ICC (iodoethane). Product: ClC1=C(C=CC(=C1)Cl)C1=CC2=C(N(C3=CC=C(C=C23)C2=NN(C=C2)CC)C(F)F)N(C1=O)C (3-(2,4-Dichlorophenyl)-9-difluoromethyl-6-(1-ethyl-1H-pyrazol-3-yl)-1-methyl-1,9-dihydropyrido[2,3-b]indol-2-one). As a reaction SMILES: [Cl:1][C:2]1[CH:7]=[C:6]([Cl:8])[CH:5]=[CH:4][C:3]=1[C:9]1[C:29](=[O:30])[N:28]([CH3:31])[C:12]2[N:13]([CH:25]([F:27])[F:26])[C:14]3[C:19]([C:11]=2[CH:10]=1)=[CH:18][C:17]([C:20]1[CH:24]=[CH:23][NH:22][N:21]=1)=[CH:16][CH:15]=3.I[CH2:33][CH3:34]>>[Cl:1][C:2]1[CH:7]=[C:6]([Cl:8])[CH:5]=[CH:4][C:3]=1[C:9]1[C:29](=[O:30])[N:28]([CH3:31])[C:12]2[N:13]([CH:25]([F:26])[F:27])[C:14]3[C:19]([C:11]=2[CH:10]=1)=[CH:18][C:17]([C:20]1[CH:24]=[CH:23][N:22]([CH2:33][CH3:34])[N:21]=1)=[CH:16][CH:15]=3. Procedure details: The process is carried out as indicated in Example 110 above, with compound A, 3-(2,4-dichlorophenyl)-9-difluoromethyl-1-methyl-6-(1H-pyrazol-3-yl)-1,9-dihydropyrido[2,3-b]indol-2-one, and iodoethane. Starting materials: ClC1=C(C(=CC=C1)Cl)O (2,6-dichlorophenol), NC1=C(C(=O)O)C=CC(=C1)C(=O)O (2-Aminoterephtalic acid), N(=O)[O-].[Na+] (sodium nitrite), ammonium salt. The solvent is [OH-].[K+] (KOH), ice water, Cl (HCl), O (water), Cl (HCl), Cl (HCl), ice water, ice NaCl. Conditions: time 20 minute. Product: ClC=1C=C(C=C(C1O)Cl)N=NC1=C(C(=O)O)C=CC(=C1)C(=O)O (2-((3,5-Dichloro-4-hydroxyphenyl)diazenyl)terephthalic acid). The yield is 20.4%. Reaction SMILES: [NH2:1][C:2]1[CH:10]=[C:9]([C:11]([OH:13])=[O:12])[CH:8]=[CH:7][C:3]=1[C:4]([OH:6])=[O:5].[N:14]([O-])=O.[Na+].[Cl:18][C:19]1[CH:24]=[CH:23][CH:22]=[C:21]([Cl:25])[C:20]=1[OH:26]>O.Cl.[OH-].[K+]>[Cl:18][C:19]1[CH:24]=[C:23]([N:14]=[N:1][C:2]2[CH:10]=[C:9]([C:11]([OH:13])=[O:12])[CH:8]=[CH:7][C:3]=2[C:4]([OH:6])=[O:5])[CH:22]=[C:21]([Cl:25])[C:20]=1[OH:26] |f:1.2,6.7|. Reported procedure: 2-Aminoterephtalic acid (0.500 g, 2.76 mmol) was dissolved in hot mixture of 30 mL of water and 10 mL of conc. HCl. The solution was cooled in ice/NaCl bath to 0° C. giving a suspension of HCl salt. The solution of sodium nitrite (0.230 g, 3.33 mmol in 10 mL of water) was added dropwise to the suspension of ammonium salt, maintaining the temperature below +5° C. The resulting solution was stirred for 20 min and added dropwise to the solution of 2,6-dichlorophenol (0.450 g, 2.76 mmol) in 80 mL of... Reactants: C(C)(C)(C)OC(=O)NC(NC1=CC=C(C(=O)OC2=CC(=C(C=C2)C(C(=O)N(CC(=O)OC(C)(C)C)CC=2C=C(C(=O)OC(C)(C)C)C=CC2)C)Cl)C=C1)=NC(=O)OC(C)(C)C (tert-butyl 3-{[{2-[4-({4-[N′,N″-bis(tert-butoxycarbonyl)carbamimidamido]benzoyl}oxy)-2-chlorophenyl]propanoyl}(2-tert-butoxy-2-oxoethyl)amino]methyl}benzoate), FC(C(=O)O)(F)F (trifluoroacetic acid). Solvent: ClCCl (dichloromethane). Run at time 8 hour. Yields the product N(C(=N)N)C1=CC=C(C(=O)OC2=CC(=C(C=C2)C(C(=O)N(CC(=O)O)CC=2C=C(C(=O)O)C=CC2)C)Cl)C=C1 (3-{[(2-{4-[(4-carbamimidamidobenzoyl)oxy]-2-chlorophenyl}propanoyl)(carboxymethyl)amino]methyl}benzoic acid). Isolated yield 80.0%. Reaction SMILES: C(OC([NH:8][C:9](=[N:54]C(OC(C)(C)C)=O)[NH:10][C:11]1[CH:53]=[CH:52][C:14]([C:15]([O:17][C:18]2[CH:23]=[CH:22][C:21]([CH:24]([CH3:50])[C:25]([N:27]([CH2:36][C:37]3[CH:38]=[C:39]([CH:47]=[CH:48][CH:49]=3)[C:40]([O:42]C(C)(C)C)=[O:41])[CH2:28][C:29]([O:31]C(C)(C)C)=[O:30])=[O:26])=[C:20]([Cl:51])[CH:19]=2)=[O:16])=[CH:13][CH:12]=1)=O)(C)(C)C.FC(F)(F)C(O)=O>ClCCl>[NH:10]([C:11]1[CH:12]=[CH:13][C:14]([C:15]([O:17][C:18]2[CH:23]=[CH:22][C:21]([CH:24]([CH3:50])[C:25]([N:27]([CH2:36][C:37]3[CH:38]=[C:39]([CH:47]=[CH:48][CH:49]=3)[C:40]([OH:42])=[O:41])[CH2:28][C:29]([OH:31])=[O:30])=[O:26])=[C:20]([Cl:51])[CH:19]=2)=[O:16])=[CH:52][CH:53]=1)[C:9]([NH2:54])=[NH:8]. Procedure details: To a solution of tert-butyl 3-{[{2-[4-({4-[N′,N″-bis(tert-butoxycarbonyl)carbamimidamido]benzoyl}oxy)-2-chlorophenyl]propanoyl}(2-tert-butoxy-2-oxoethyl)amino]methyl}benzoate (180 mg) in dichloromethane (1.92 mL) was added trifluoroacetic acid (0.646 mL), followed by stirring at room temperature overnight. After completion, the reaction solution was concentrated under reduced pressure, and then to the residue was added acetonitrile (20.0 mL), followed by concentrating under reduced pressure agai...